describe an organic reaction: reactants, conditions, products, and yield From a dataset of the Open Reaction Database (ORD), a public repository of structured organic reaction records. Reactants: CCc1c[nH]c2c1C(=O)CC(c1ccccc1)C2, CCO, Cl, Cl, N=C(N)NN, O. Yields the product CCc1c[nH]c2c1C(=NNC(=N)N)CC(c1ccccc1)C2, Cl. As a reaction SMILES: [CH2:1]([CH3:2])[c:3]1[cH:4][nH:5][c:6]2[c:11]1[C:10](=[O:12])[CH2:9][CH:8]([c:13]1[cH:14][cH:15][cH:16][cH:17][cH:18]1)[CH2:7]2.[CH3:27][CH2:28][OH:29].[ClH:19].[ClH:25].[NH2:20][NH:21][C:22](=[NH:23])[NH2:24].[OH2:26]>>[CH2:1]([CH3:2])[c:3]1[cH:4][nH:5][c:6]2[c:11]1[C:10](=[N:20][NH:21][C:22](=[NH:23])[NH2:24])[CH2:9][CH:8]([c:13]1[cH:14][cH:15][cH:16][cH:17][cH:18]1)[CH2:7]2.[ClH:19].